Dataset: the Open Reaction Database (ORD), a public repository of structured organic reaction records. Task: describe an organic reaction: reactants, conditions, products, and yield Starting materials: C=C (ethylene), [NH4+].[NH4+].[O-]S(=O)(=O)OOS(=O)(=O)[O-] (ammonium peroxodisulfate), O.[PH2](=O)[O-].[Na+] (sodium hypophosphite monohydrate), [Al+3].C(C)P([O-])(=O)CC.C(C)P([O-])(=O)CC.C(C)P([O-])(=O)CC (diethylphosphinic acid aluminum(III) salt), [Al] (aluminum), aqueous solution, Al2(SO4)3.14H2O, steel, C=C (ethylene), C=C (ethylene), [NH4+].[NH4+].[O-]S(=O)(=O)OOS(=O)(=O)[O-] (ammonium peroxodisulfate). Run in O (water), O (water). Run at temperature 100 celsius. The product is [Al+3].C(C)P([O-])[O-].C(C)P([O-])[O-].C(C)P([O-])[O-].[Al+3] (ethylphosphonous acid aluminum(III) salt). Yield: 96.3%. As a reaction SMILES: O.[PH2]([O-])=O.[Na+].C=C.[NH4+].[NH4+].[O-]S(OOS([O-])(=O)=O)(=O)=O.[Al:20].[Al+3].[CH2:22]([P:24](CC)(=[O:26])[O-:25])[CH3:23].[CH2:29]([P:31](CC)(=[O:33])[O-:32])[CH3:30].[CH2:36]([P:38](CC)(=[O:40])[O-:39])[CH3:37]>O>[Al+3:20].[CH2:22]([P:24]([O-:26])[O-:25])[CH3:23].[CH2:29]([P:31]([O-:33])[O-:32])[CH3:30].[CH2:36]([P:38]([O-:40])[O-:39])[CH3:37].[Al+3:20] |f:0.1.2,4.5.6,8.9.10.11,13.14.15.16.17|. Procedure: 1500 g (14 mol) of sodium hypophosphite monohydrate are dissolved in 7.5 kg of water and initially charged in a 16 l steel-enamel jacketed pressure reactor. After heating the reaction mixture to 100° C., a reducing valve set to 20 bar is used to introduce ethylene into the reactor up to saturation. While stirring constantly at an ethylene pressure of 20 bar and a temperature of 100-110° C., a solution of 32 g (1 mol %) of ammonium peroxodisulfate in 300 g of water is metered in homogeneously. At... Starting materials: [H-].[Na+] (sodium hydride), ice water, CCOCC (ether), ClCCNC(OCC)=O (ethyl N-chloroethylcarbamate), [N+](=O)([O-])C1=CC=C(C=C1)O (4-nitrophenol). Run in CCCCCC (hexane), CN(C)C=O (DMF), CN(C)C=O (DMF). Run at time 17 hour. The product is [N+](=O)([O-])C1=CC=C(OCCNC(OCC)=O)C=C1 (ethyl N-[2-(4-nitrophenoxy)ethyl]carbamate). RXN SMILES: [H-].[Na+].[N+:3]([C:6]1[CH:11]=[CH:10][C:9]([OH:12])=[CH:8][CH:7]=1)([O-:5])=[O:4].Cl[CH2:14][CH2:15][NH:16][C:17](=[O:21])[O:18][CH2:19][CH3:20].CCOCC>CCCCCC.CN(C=O)C>[N+:3]([C:6]1[CH:11]=[CH:10][C:9]([O:12][CH2:14][CH2:15][NH:16][C:17](=[O:21])[O:18][CH2:19][CH3:20])=[CH:8][CH:7]=1)([O-:5])=[O:4] |f:0.1|. Reported procedure: To sodium hydride (1.35 g, 56.2 mmol), prewashed in hexane, in 30 ml of DMF is added 4-nitrophenol in 5 ml of DMF at 15°. After anion formation is complete, ethyl N-chloroethylcarbamate (7.12 g, 47.0 mmol) is slowly added. The slurry is heated to 85° and stirred for 17 hours, after which the reaction is cooled to RT, poured into ice water and ether, and extracted with ether. The combined organic layers are washed with 10% sodium hydroxide, with water and with brine, dried and filtered and the so... Starting materials: COc1cc(Nc2nccc(Cl)n2)cc(OC)c1OC, CN(C)c1cccc(N)c1S(N)(=O)=O. The product is COc1cc(Nc2nccc(Nc3cccc(N(C)C)c3S(N)(=O)=O)n2)cc(OC)c1OC. As a reaction SMILES: [Cl:1][c:2]1[n:3][c:4]([NH:8][c:9]2[cH:10][c:11]([O:19][CH3:20])[c:12]([O:17][CH3:18])[c:13]([O:15][CH3:16])[cH:14]2)[n:5][cH:6][cH:7]1.[NH2:21][c:22]1[c:23]([S:31](=[O:32])(=[O:33])[NH2:34])[c:24]([N:28]([CH3:29])[CH3:30])[cH:25][cH:26][cH:27]1>>[c:2]1([NH:21][c:22]2[c:23]([S:31](=[O:32])(=[O:33])[NH2:34])[c:24]([N:28]([CH3:29])[CH3:30])[cH:25][cH:26][cH:27]2)[n:3][c:4]([NH:8][c:9]2[cH:10][c:11]([O:19][CH3:20])[c:12]([O:17][CH3:18])[c:13]([O:15][CH3:16])[cH:14]2)[n:5][cH:6][cH:7]1. The reactants are O=C(OC(Cl)(Cl)Cl)OC(Cl)(Cl)Cl, ClCCl, CC(C)(C)OC(=O)N1CCOC(c2ccc(N)c(C#N)c2)C1, N#Cc1cccc(N)c1, [Na+], [Na+], O=C([O-])[O-], O. Yields the product CC(C)(C)OC(=O)N1CCOC(c2ccc(NC(=O)Nc3cccc(C#N)c3)c(C#N)c2)C1. RXN SMILES: [Cl:23][C:24]([Cl:25])([O:26][C:27]([O:28][C:29]([Cl:30])([Cl:31])[Cl:32])=[O:33])[Cl:34].[Cl:50][CH2:51][Cl:52].[NH2:1][c:2]1[c:3]([C:21]#[N:22])[cH:4][c:5]([CH:8]2[O:9][CH2:10][CH2:11][N:12]([C:14](=[O:15])[O:16][C:17]([CH3:18])([CH3:19])[CH3:20])[CH2:13]2)[cH:6][cH:7]1.[NH2:41][c:42]1[cH:43][c:44]([C:45]#[N:46])[cH:47][cH:48][cH:49]1.[Na+:35].[Na+:36].[O-:37][C:38](=[O:39])[O-:40].[OH2:53]>>[NH:1]([c:2]1[c:3]([C:21]#[N:22])[cH:4][c:5]([CH:8]2[O:9][CH2:10][CH2:11][N:12]([C:14](=[O:15])[O:16][C:17]([CH3:18])([CH3:19])[CH3:20])[CH2:13]2)[cH:6][cH:7]1)[C:27](=[O:33])[NH:41][c:42]1[cH:43][c:44]([C:45]#[N:46])[cH:47][cH:48][cH:49]1. The reactants are C(=O)(O)[O-].[Na+] (NaHCO3), CSC=1SC2=C(N1)C=CC(=C2)O (2-(methylthio)benzo[d]thiazol-6-ol), C([O-])([O-])=O.[Cs+].[Cs+] (cesium carbonate), ClC1=NC=CC(=C1)F (2-chloro-4-fluoropyridine). Run in CN1CCCC1=O (NMP). Conditions: temperature 55 celsius, time 8 hour. The product is ClC1=NC=CC(=C1)OC1=CC2=C(N=C(S2)SC)C=C1 (6-(2-chloropyridin-4-yloxy)-2-(methylthio)benzo[d]thiazole). Yield: 109.6%. Reaction SMILES: [CH3:1][S:2][C:3]1[S:4][C:5]2[CH:11]=[C:10]([OH:12])[CH:9]=[CH:8][C:6]=2[N:7]=1.C(=O)([O-])[O-].[Cs+].[Cs+].[Cl:19][C:20]1[CH:25]=[C:24](F)[CH:23]=[CH:22][N:21]=1.C([O-])(O)=O.[Na+]>CN1C(=O)CCC1>[Cl:19][C:20]1[CH:25]=[C:24]([O:12][C:10]2[CH:9]=[CH:8][C:6]3[N:7]=[C:3]([S:2][CH3:1])[S:4][C:5]=3[CH:11]=2)[CH:23]=[CH:22][N:21]=1 |f:1.2.3,5.6|. Procedure details: To the mixture of 2-(methylthio)benzo[d]thiazol-6-ol (1 g, 5.08 mmol) and cesium carbonate (4.55 g, 14 mmol) in 15 ml of NMP was added 2-chloro-4-fluoropyridine (1.32 mg, 10 mmol). The reaction mixture was stirred at 55° C. for overnight. The reaction mixture was poured into 80 ml of aq. saturated NaHCO3 and extracted with ethyl acetate (2×150 ml). The combined organic layers were washed with aq. 0.1M NaHSO4 (60 ml), water (2×60 ml) and brine (60 ml), then dried over MgSO4, filtered and evaporat... RXN SMILES: [Cl:1][C:2]1[CH:7]=[CH:6][C:5]([CH:8]([C:21]2[CH:26]=[CH:25][C:24]([F:27])=[CH:23][CH:22]=2)[C:9]2[C:17]3[C:12](=[C:13]([CH2:18][S:19][CH3:20])[CH:14]=[CH:15][CH:16]=3)[NH:11][CH:10]=2)=[CH:4][C:3]=1[F:28].ClC1C=CC(C(C2C=CC(Cl)=CC=2)C2C3C(=C(CS(C)=[O:48])C=CC=3)NC=2)=CC=1>>[Cl:1][C:2]1[CH:7]=[CH:6][C:5]([CH:8]([C:21]2[CH:22]=[CH:23][C:24]([F:27])=[CH:25][CH:26]=2)[C:9]2[C:17]3[C:12](=[C:13]([CH2:18][S:19]([CH3:20])=[O:48])[CH:14]=[CH:15][CH:16]=3)[NH:11][CH:10]=2)=[CH:4][C:3]=1[F:28]. Reported procedure: The title compound was prepared starting from 75 mg (0.18 mmol) of the compound from Example 283 in analogy to the synthesis of the compound from Example 296. 76 mg (98% of theory) of the target compound were obtained as mixture of diastereomers. Product: ClC1=C(C=C(C=C1)C(C1=CNC2=C(C=CC=C12)CS(=O)C)C1=CC=C(C=C1)F)F (3-[(4-Chloro-3-fluorophenyl)(4-fluorophenyl)methyl]-7-[(methylsulfinyl)methyl]-1H-indole). Reactants: ClC1=C(C=C(C=C1)C(C1=CNC2=C(C=CC=C12)CSC)C1=CC=C(C=C1)F)F (3-[(4-Chloro-3-fluorophenyl)(4-fluorophenyl)methyl]-7-[(methylsulfanyl)methyl]-1H-indole), ClC1=CC=C(C=C1)C(C1=CNC2=C(C=CC=C12)CS(=O)C)C1=CC=C(C=C1)Cl (3-[Bis(4-chlorophenyl)methyl]-7-[(methylsulfinyl)methyl]-1H-indole).